From a dataset of the Open Reaction Database (ORD), a public repository of structured organic reaction records. describe an organic reaction: reactants, conditions, products, and yield Starting materials: Cc1ccccc1, O=[Mn]=O, OCc1cnc2sc3c(n12)CCCCCC3. Yields the product O=Cc1cnc2sc3c(n12)CCCCCC3. As a reaction SMILES: [CH3:17][c:18]1[cH:19][cH:20][cH:21][cH:22][cH:23]1.[O:24]=[Mn:25]=[O:26].[n:1]1[cH:2][c:3]([CH2:15][OH:16])[n:4]2[c:5]1[s:6][c:7]1[c:8]2[CH2:9][CH2:10][CH2:11][CH2:12][CH2:13][CH2:14]1>>[n:1]1[cH:2][c:3]([CH:15]=[O:16])[n:4]2[c:5]1[s:6][c:7]1[c:8]2[CH2:9][CH2:10][CH2:11][CH2:12][CH2:13][CH2:14]1. Starting materials: C(C)(=O)C=1C(=C(C(=C(C(=O)OC)C1)NC1=C(C=CC=C1)F)F)F (methyl 5-acetyl-2-(2-fluorophenylamino)-3,4-difluorobenzoate), C1CC(=O)N(C1=O)I (NIS), C(=O)(C(F)(F)F)O (TFA). Run in CN(C)C=O (DMF), CCOC(=O)C (EtOAc). Run at time 8 hour. Product: C(C)(=O)C=1C(=C(C(=C(C(=O)OC)C1)NC1=C(C=C(C=C1)I)F)F)F (Methyl 5-acetyl-2-(2-fluoro-4-iodophenylamino)-3,4-difluorobenzoate). As a reaction SMILES: [C:1]([C:4]1[C:5]([F:23])=[C:6]([F:22])[C:7]([NH:14][C:15]2[CH:20]=[CH:19][CH:18]=[CH:17][C:16]=2[F:21])=[C:8]([CH:13]=1)[C:9]([O:11][CH3:12])=[O:10])(=[O:3])[CH3:2].C1C(=O)N([I:31])C(=O)C1.C(O)(C(F)(F)F)=O>CN(C=O)C.CCOC(C)=O>[C:1]([C:4]1[C:5]([F:23])=[C:6]([F:22])[C:7]([NH:14][C:15]2[CH:20]=[CH:19][C:18]([I:31])=[CH:17][C:16]=2[F:21])=[C:8]([CH:13]=1)[C:9]([O:11][CH3:12])=[O:10])(=[O:3])[CH3:2]. Procedure details: To a solution of methyl 5-acetyl-2-(2-fluorophenylamino)-3,4-difluorobenzoate (0.47 mmol, 0.16 g) in DMF (10 ml) was added NIS (0.56 mmol, 0.13 g) and TFA (0.10 ml), and the reaction was stifled at room temp overnight. The crude was diluted with EtOAc and washed with H2O. The organic fraction was dried over MgSO4 and concentrated under reduced pressure to yield the desired product in 90% (0.23 g). Reactants: [Li]CCCC, CN(C)C=O, C1CCOC1, c1ccn2cncc2c1. Yields the product O=Cc1ncc2ccccn12. RXN SMILES: [CH2:10]([Li:11])[CH2:12][CH2:13][CH3:14].[CH3:15][N:16]([CH:17]=[O:18])[CH3:19].[O:20]1[CH2:21][CH2:22][CH2:23][CH2:24]1.[cH:1]1[n:2][cH:3][n:4]2[c:5]1[cH:6][cH:7][cH:8][cH:9]2>>[cH:1]1[n:2][c:3]([CH:17]=[O:18])[n:4]2[c:5]1[cH:6][cH:7][cH:8][cH:9]2. Reactants: O=C([O-])[O-], CCOC(=O)C(=O)OCC, Cc1cccc(C)c1, CCO, CCOC(=O)Cc1ccc(Cl)c(Cl)c1, [H-], [K+], [K+], [Na+]. The product is C=C(C(=O)OCC)c1ccc(Cl)c(Cl)c1. Reaction SMILES: [C:27](=[O:28])([O-:29])[O-:30].[C:3]([O:4][CH2:5][CH3:6])(=[O:7])[C:8]([O:9][CH2:10][CH3:11])=[O:12].[CH3:33][c:34]1[cH:35][c:36]([CH3:37])[cH:38][cH:39][cH:40]1.[CH3:41][CH2:42][OH:43].[Cl:13][c:14]1[cH:15][c:16]([CH2:21][C:22](=[O:23])[O:24][CH2:25][CH3:26])[cH:17][cH:18][c:19]1[Cl:20].[H-:1].[K+:31].[K+:32].[Na+:2]>>[CH2:3]=[C:21]([c:16]1[cH:15][c:14]([Cl:13])[c:19]([Cl:20])[cH:18][cH:17]1)[C:22](=[O:23])[O:24][CH2:25][CH3:26]. Starting materials: C(C)(C)(C)C=1C(C(=CC(C1)=O)C(C)(C)C)=O (2,6-di-tert-butyl-1,4-benzoquinone), NC1=NNC=C1 (3-aminopyrazole). Reagents/catalysts: C(C)(=O)O (acetic acid). Conditions: temperature 110 celsius, time 15 minute. Yields the product C(C)(C)(C)C=1C(C(=CC(C1)=NC1=NNC=C1)C(C)(C)C)=O (2,6-di-tert-butyl-4-(3-pyrazolylimino)-2,5-cyclohexadien-1-one). Yield: 80.1%. As a reaction SMILES: [C:1]([C:5]1[C:6](=[O:16])[C:7]([C:12]([CH3:15])([CH3:14])[CH3:13])=[CH:8][C:9](=O)[CH:10]=1)([CH3:4])([CH3:3])[CH3:2].[NH2:17][C:18]1[CH:22]=[CH:21][NH:20][N:19]=1>C(O)(=O)C>[C:1]([C:5]1[C:6](=[O:16])[C:7]([C:12]([CH3:15])([CH3:14])[CH3:13])=[CH:8][C:9](=[N:17][C:18]2[CH:22]=[CH:21][NH:20][N:19]=2)[CH:10]=1)([CH3:4])([CH3:3])[CH3:2]. Procedure: A mixture of 5.3 g of 2,6-di-tert-butyl-1,4-benzoquinone, 2.1 g of 3-aminopyrazole and 16 drops of acetic acid was heated with stirring at 110° C for 15 minutes. The reaction mixture was cooled to room temperature, and then purified by silica gel column chromatography (eluent: diethyl ether-chloroform=1:20), giving 5.5 g of 2,6-di-tert-butyl-4-(3-pyrazolylimino)-2,5-cyclohexadien-1-one (Compound 34a) as a pale red solid. Reactants: CS, CSC1=NCCCS1, [Cl-], [Cl-], CCOC(=O)C[N+](=O)[O-], [Zn+2]. Yields the product CCOC(=O)C(=C1NCCCS1)[N+](=O)[O-]. Reaction SMILES: [CH3:18][SH:19].[CH3:1][S:2][C:3]1=[N:8][CH2:7][CH2:6][CH2:5][S:4]1.[Cl-:20].[Cl-:22].[N+:9](=[O:10])([O-:11])[CH2:12][C:13](=[O:14])[O:15][CH2:16][CH3:17].[Zn+2:21]>>[C:3]1(=[C:12]([N+:9](=[O:10])[O-:11])[C:13](=[O:14])[O:15][CH2:16][CH3:17])[S:4][CH2:5][CH2:6][CH2:7][NH:8]1. The reactants are Cc1ccc(-c2nc(CI)c(C)o2)cc1, CN(C)C=O, COC(C)(C)C, [Cl-], [H-], [NH4+], [Na+], CC(C)(C)OC(=O)C(C)(C)OCC1CCCC(O)C1. Product: Cc1ccc(-c2nc(COC3CCCC(COC(C)(C)C(=O)OC(C)(C)C)C3)c(C)o2)cc1. As a reaction SMILES: [CH3:22][c:23]1[c:24]([CH2:35][I:36])[n:25][c:26](-[c:28]2[cH:29][cH:30][c:31]([CH3:34])[cH:32][cH:33]2)[o:27]1.[CH3:39][N:40]([CH3:41])[CH:42]=[O:43].[CH3:44][O:45][C:46]([CH3:47])([CH3:48])[CH3:49].[Cl-:37].[H-:21].[NH4+:38].[Na+:20].[OH:1][CH:2]1[CH2:3][CH:4]([CH2:8][O:9][C:10]([C:11](=[O:12])[O:13][C:14]([CH3:15])([CH3:16])[CH3:17])([CH3:18])[CH3:19])[CH2:5][CH2:6][CH2:7]1>>[O:1]([CH:2]1[CH2:3][CH:4]([CH2:8][O:9][C:10]([C:11](=[O:12])[O:13][C:14]([CH3:15])([CH3:16])[CH3:17])([CH3:18])[CH3:19])[CH2:5][CH2:6][CH2:7]1)[CH2:35][c:24]1[c:23]([CH3:22])[o:27][c:26](-[c:28]2[cH:29][cH:30][c:31]([CH3:34])[cH:32][cH:33]2)[n:25]1. Reactants: OC1=CC2=C(C(CO2)=O)C=C1 (6-hydroxy-2H-benzofuran-3-one), CC=1C=C(C=O)C=CC1OC (3-methyl-4-methoxybenzaldehyde), Cl (hydrochloric acid). Solvent: CO (methanol). Product: CC=1C=C(C=CC1OC)C=C1OC2=C(C1=O)C=CC(=C2)O (2-[(3-methyl-4-methoxyphenyl)methylene]-6-hydroxy-3(2H)-benzofuranone). Isolated yield 39.9%. As a reaction SMILES: [OH:1][C:2]1[CH:11]=[CH:10][C:5]2[C:6](=[O:9])[CH2:7][O:8][C:4]=2[CH:3]=1.[CH3:12][C:13]1[CH:14]=[C:15]([CH:18]=[CH:19][C:20]=1[O:21][CH3:22])[CH:16]=O.Cl>CO>[CH3:12][C:13]1[CH:14]=[C:15]([CH:16]=[C:7]2[C:6](=[O:9])[C:5]3[CH:10]=[CH:11][C:2]([OH:1])=[CH:3][C:4]=3[O:8]2)[CH:18]=[CH:19][C:20]=1[O:21][CH3:22]. Procedure: After 6-hydroxy-2H-benzofuran-3-one 1 g and 3-methyl-4-methoxybenzaldehyde 1.11 g were dissolved in methanol 75 ml, concentrated hydrochloric acid 50 ml was added, and the mixture was refluxed for 1.5 hours. The solution was cooled to room temperature, and precipitated crystals were filtered and dried over phosphorous pentoxide at a temperature of 60° C. for four hours under reduced pressure to obtain the desired compound 0.75 g.